Dataset: the Open Reaction Database (ORD), a public repository of structured organic reaction records. Task: describe an organic reaction: reactants, conditions, products, and yield Starting materials: [N+](=O)([O-])C=1C=C(N)C=CC1 (m-nitroaniline), [OH-].[Na+] (sodium hydroxide), C(C)OCC (diethyl ether), C(C=C)(=O)Cl (acryloyl chloride). Run in O (water), C(C)(=O)OCC (ethyl acetate). Conditions: time 18 hour. The product is C(C=C)(=O)NC1=CC(=CC=C1)[N+](=O)[O-] (N-propenoyl-3-nitroaniline). Reaction SMILES: [N+:1]([C:4]1[CH:5]=[C:6]([CH:8]=[CH:9][CH:10]=1)[NH2:7])([O-:3])=[O:2].C(OCC)C.[C:16](Cl)(=[O:19])[CH:17]=[CH2:18].[OH-].[Na+]>O.C(OCC)(=O)C>[C:16]([NH:7][C:6]1[CH:8]=[CH:9][CH:10]=[C:4]([N+:1]([O-:3])=[O:2])[CH:5]=1)(=[O:19])[CH:17]=[CH2:18] |f:3.4|. Reported procedure: To a solution of 13.8 g. (0.10 mol) of m-nitroaniline in 100 ml. of diethyl ether and 30 ml. of ethyl acetate was added 9.0 g. (0.10 mol) of acryloyl chloride and a solution of 4.0 g. (0.10 mol) of sodium hydroxide in 20 ml. of water. The mixture was stirred overnight (18 hours) at ambient temperature and the precipitate filtered to give N-propenoyl-3-nitroaniline. Reactants: CO (methanol), BrC1=NC=CN=C1C(=O)OC (methyl 2-bromopyrazine-3-carboxylate), NC1CCN(CC1)CC1=CC=CC=C1 (4-amino-1-benzylpiperidine). The solvent is CC(C)O (2-propanol), C(C)(=O)OCC (ethyl acetate). The product is C(C1=CC=CC=C1)N1CCC(CC1)NC=1C(=NC=CN1)C(=O)OC (Methyl 3-[(1-benzylpiperidin-4-yl)amino]pyrazine-2-carboxylate), gum. Reaction SMILES: Br[C:2]1[C:7]([C:8]([O:10][CH3:11])=[O:9])=[N:6][CH:5]=[CH:4][N:3]=1.[NH2:12][CH:13]1[CH2:18][CH2:17][N:16]([CH2:19][C:20]2[CH:25]=[CH:24][CH:23]=[CH:22][CH:21]=2)[CH2:15][CH2:14]1.CO>CC(O)C.C(OCC)(=O)C>[CH2:19]([N:16]1[CH2:17][CH2:18][CH:13]([NH:12][C:2]2[C:7]([C:8]([O:10][CH3:11])=[O:9])=[N:6][CH:5]=[CH:4][N:3]=2)[CH2:14][CH2:15]1)[C:20]1[CH:21]=[CH:22][CH:23]=[CH:24][CH:25]=1. Procedure details: A mixture of methyl 2-bromopyrazine-3-carboxylate (J. Med. Chem., 1969, 12, 285) (2.2 g, 10.1 mmol) and 4-amino-1-benzylpiperidine (2.0 g, 10.5 mmol) was refluxed in 2-propanol overnight. Thin layer chromatography (10% methanol in ethyl acetate) showed the reaction was complete. The solvent was evaporated, and the crude product dissolved in chloroform (100 mL), which was washed with saturated sodium carbonate solution (20 mL), and dried over magnesium sulfate. The title compound was obtained as ... The reactants are solution, FC1=C(C=CC(=C1)F)C(CSC)=O (2',4'-difluoro-2-(methylthio)acetophenone), [O-]S(=O)(=O)C(F)(F)F.F[N+]1=C(C=C(C=C1C)C)C (N-fluoro-2,4,6-trimethylpyridinium triflate), CCCCCC (n-hexane). The solvent is ClCCCl (1,2-dichloroethane). Conditions: time 12 hour. Yields the product CSC(C(=O)C1=C(C=C(C=C1)F)F)F (2-methylthio-2,2',4'-trifluoroacetophenone), oil. Isolated yield 91.7%. RXN SMILES: [F:1][C:2]1[CH:7]=[C:6]([F:8])[CH:5]=[CH:4][C:3]=1[C:9](=[O:13])[CH2:10][S:11][CH3:12].[O-]S(C(F)(F)[F:19])(=O)=O.F[N+]1C(C)=CC(C)=CC=1C.CCCCCC>ClCCCl>[CH3:12][S:11][CH:10]([F:19])[C:9]([C:3]1[CH:4]=[CH:5][C:6]([F:8])=[CH:7][C:2]=1[F:1])=[O:13] |f:1.2|. Procedure: To a 20 ml solution of 0.5 g (2.5 mmol) of 2',4'-difluoro-2-(methylthio)acetophenone [Compound (2a-1)] in 1,2-dichloroethane, 1.1 g (3.8 mmol) of N-fluoro-2,4,6-trimethylpyridinium triflate ("Onoda Florinate FP-T300", trade name; product of Chichibu Onoda Co., Ltd.) were added at room temperature, followed by stirring at the same temperature for 12 hours. The reaction mixture was added to n-hexane. The insoluble matter so precipitated was filtered off. The insoluble matter was then washed with e... The reactants are CCOC(=O)C.CC(=O)O (EtOAc AcOH), BrC(CCC1=CC=C(C(=O)OC(C)(C)C)C=C1)C(=O)O (tert-butyl 4-(3-bromo-3-carboxypropyl)benzoate), Cl (hydrochloric acid), C(C)(=S)[O-].[K+] (potassium thioacetate). The solvent is [OH-].[Na+] (sodium hydroxide). Conditions: time 48 hour. The product is C(C)(=O)SC(CCC1=CC=C(C(=O)OC(C)(C)C)C=C1)C(=O)O (tert-butyl 4-(3-acetylsulfanyl-3-carboxypropyl)benzoate). Reaction SMILES: Br[CH:2]([C:18]([OH:20])=[O:19])[CH2:3][CH2:4][C:5]1[CH:17]=[CH:16][C:8]([C:9]([O:11][C:12]([CH3:15])([CH3:14])[CH3:13])=[O:10])=[CH:7][CH:6]=1.[C:21]([O-:24])(=[S:23])[CH3:22].[K+].Cl.CCOC(C)=O.CC(O)=O>[OH-].[Na+]>[C:21]([S:23][CH:2]([C:18]([OH:20])=[O:19])[CH2:3][CH2:4][C:5]1[CH:17]=[CH:16][C:8]([C:9]([O:11][C:12]([CH3:15])([CH3:14])[CH3:13])=[O:10])=[CH:7][CH:6]=1)(=[O:24])[CH3:22] |f:1.2,4.5,6.7|. Procedure details: A solution of 0.125 g (0.36 mM) of the ester obtained in step 1 in 0.364 ml of 1 N sodium hydroxide is cooled to 0° C. 0.05 g (1.2 eq) of potassium thioacetate is added and the mixture is stirred at room temperature for 48 hours. The resulting mixture is acidified to 0° C. with 1N hydrochloric acid solution. It is extracted with ethyl acetate and the organic phase is washed with water and with saturated sodium chloride solution. After drying and evaporation, a colorless oil is obtained. (Mass: 0... The reactants are CN1C=C(C=C(C1=O)NC1=NC=C(C=C1)N1CCN(CC1)C1COC1)C=1C=NC=C(C1C=O)N1CCC=2C=3CCCCC3SC2C1=O (3-[1-Methyl-5-({5-[4-(oxetan-3-yl)piperazin-1-yl]pyridine-2-yl}amino)-6-oxo-1,6-dihydropyridin-3-yl]-5-{6-oxo-8-thia-5-azatricyclo[7.4.0.02,7]trideca-1(9),2(7)-dien-5-yl}pyridine-4-carbaldehyde), [BH4-].[Na+] (sodium borohydride). Run in CO (methanol). Conditions: time 30 minute. Product: OCC1=C(C=NC=C1N1CCC=2C=3CCCCC3SC2C1=O)C1=CN(C(C(=C1)NC1=NC=C(C=C1)N1CCN(CC1)C1COC1)=O)C (4-Hydroxymethyl-3-[1-methyl-5-({5-[4-(oxetan-3-yl)piperazin-1-yl]pyridine-2-yl}amino)-6-oxo-1,6-dihydropyridin-3-yl]-5-{6-oxo-8-thia-5-azatricyclo-[7.4.0.02,7]trideca-1(9),2(7)-dien-5-yl}pyridine). Yield: 68.8%. RXN SMILES: [CH3:1][N:2]1[C:7](=[O:8])[C:6]([NH:9][C:10]2[CH:15]=[CH:14][C:13]([N:16]3[CH2:21][CH2:20][N:19]([CH:22]4[CH2:25][O:24][CH2:23]4)[CH2:18][CH2:17]3)=[CH:12][N:11]=2)=[CH:5][C:4]([C:26]2[CH:27]=[N:28][CH:29]=[C:30]([N:34]3[C:46](=[O:47])[C:45]4[S:44][C:43]5[CH2:42][CH2:41][CH2:40][CH2:39][C:38]=5[C:37]=4[CH2:36][CH2:35]3)[C:31]=2[CH:32]=[O:33])=[CH:3]1.[BH4-].[Na+]>CO>[OH:33][CH2:32][C:31]1[C:30]([N:34]2[C:46](=[O:47])[C:45]3[S:44][C:43]4[CH2:42][CH2:41][CH2:40][CH2:39][C:38]=4[C:37]=3[CH2:36][CH2:35]2)=[CH:29][N:28]=[CH:27][C:26]=1[C:4]1[CH:5]=[C:6]([NH:9][C:10]2[CH:15]=[CH:14][C:13]([N:16]3[CH2:17][CH2:18][N:19]([CH:22]4[CH2:25][O:24][CH2:23]4)[CH2:20][CH2:21]3)=[CH:12][N:11]=2)[C:7](=[O:8])[N:2]([CH3:1])[CH:3]=1 |f:1.2|. Procedure details: To a solution of 3-[1-methyl-5-({5-[4-(oxetan-3-yl)piperazin-1-yl]pyridine-2-yl}amino)-6-oxo-1,6-dihydropyridin-3-yl]-5-{6-oxo-8-thia-5-azatricyclo[7.4.0.02,7]trideca-1(9),2(7)-dien-5-yl}pyridine-4-carbaldehyde 105g (130 mg, 0.20 mmol) in methanol (5 mL) at 0° C. was added sodium borohydride (22 mg, 0.6 mmol) and stirred for 30 minutes. Then the reaction mixture was quenched with water (1.0 mL) and concentrated. The residue was purified by reverse-phase prep-HPLC to afford 105 (90 mg, 65%). LCMS... Starting materials: O=C(CBr)N1CCc2ccccc2C1, CCOC(=O)C(=O)c1ccc(O)cc1, CN(C)C=O, [H-], [Na+]. The product is CCOC(=O)C(=O)c1ccc(OCC(=O)N2CCc3ccccc3C2)cc1. As a reaction SMILES: [Br:17][CH2:18][C:19](=[O:20])[N:21]1[CH2:22][c:23]2[cH:24][cH:25][cH:26][cH:27][c:28]2[CH2:29][CH2:30]1.[CH2:1]([CH3:2])[O:3][C:4]([C:5]([c:6]1[cH:7][cH:8][c:9]([OH:12])[cH:10][cH:11]1)=[O:13])=[O:14].[CH3:31][N:32]([CH3:33])[CH:34]=[O:35].[H-:15].[Na+:16]>>[CH2:1]([CH3:2])[O:3][C:4]([C:5]([c:6]1[cH:7][cH:8][c:9]([O:12][CH2:18][C:19](=[O:20])[N:21]2[CH2:22][c:23]3[cH:24][cH:25][cH:26][cH:27][c:28]3[CH2:29][CH2:30]2)[cH:10][cH:11]1)=[O:13])=[O:14]. Reaction conditions: temperature 15 celsius, time 18 hour. RXN SMILES: [NH2:1][C:2]1[CH:9]=[CH:8][C:5]([C:6]#[N:7])=[CH:4][CH:3]=1.N1C=CC=CC=1.[Cl:16][C:17]1[CH:22]=[CH:21][C:20]([S:23](Cl)(=[O:25])=[O:24])=[CH:19][CH:18]=1>O>[Cl:16][C:17]1[CH:22]=[CH:21][C:20]([S:23]([NH:1][C:2]2[CH:9]=[CH:8][C:5]([C:6]#[N:7])=[CH:4][CH:3]=2)(=[O:25])=[O:24])=[CH:19][CH:18]=1. Solvent: O (water). The yield is 76.0%. Reactants: NC1=CC=C(C#N)C=C1 (4-aminobenzonitrile), )in, N1=CC=CC=C1 (pyridine), ClC1=CC=C(C=C1)S(=O)(=O)Cl (4-chlorobenzenesulfonyl chloride). Reported procedure: To a solution of 4-aminobenzonitrile (2.36 g (20.0 mmol))in pyridine (10 ml), 4-chlorobenzenesulfonyl chloride (4.35 g (20.6 mmol)) was added under cooling in a water bath (15° C.). After 18 hours' stirring at room temperature, water (100 ml) was added to the reaction mixture and the stirring was continued to bring about separation of crystals, which were then collected by filtration and washed with water to give 4.45 g (76%) of 4-chloro-4′-cyanobenzenesulfonanilide as pale orange crystals. Product: ClC1=CC=C(C=C1)S(=O)(=O)NC1=CC=C(C=C1)C#N (4-chloro-4′-cyanobenzenesulfonanilide).